From a dataset of the Open Reaction Database (ORD), a public repository of structured organic reaction records. describe an organic reaction: reactants, conditions, products, and yield Starting materials: C(c1cn(cn1)C(c1ccccc1)(c1ccccc1)c1ccccc1)=O, CC1=CN=C(C=C1)N, [C-]#[N+]C1CCCCC1. The reagents and catalysts are O=C(O)C(F)(F)F (trifluoroacetic acid). Solvent: CC(C)O (isopropyl alcohol), CC(C)O (isopropylalcohol). Run at temperature 22 celsius, time 20 hour. The product is Cc1ccc2nc(c3cn(cn3)C(c3ccccc3)(c3ccccc3)c3ccccc3)c(NC3CCCCC3)n2c1. Isolated yield 8.3%. RXN SMILES: CC1=CC=C(N)N=C1.[C-]#[N+]C1CCCCC1.O=CC1=CN(C=N1)C(C1=CC=CC=C1)(C1=CC=CC=C1)C1=CC=CC=C1>>CC1=CN2C(C=C1)=NC(C1=CN(C=N1)C(C1=CC=CC=C1)(C1=CC=CC=C1)C1=CC=CC=C1)=C2NC1CCCCC1. As a reaction SMILES: [Br:24][CH2:25][C:26](=[O:27])[O:28][CH2:29][CH3:30].[CH2:31]1[O:32][CH2:33][CH2:34][CH2:35]1.[CH3:11][CH:12]([CH2:13][C:14]1([C:20](=[CH2:21])[CH3:22])[C:15](=[O:19])[NH:16][CH2:17][CH2:18]1)[CH3:23].[CH3:1][Si:2]([N-:3][Si:4]([CH3:5])([CH3:6])[CH3:7])([CH3:8])[CH3:9].[K+:10]>>[CH3:11][CH:12]([CH2:13][C:14]1([C:20](=[CH2:21])[CH3:22])[C:15](=[O:19])[N:16]([CH2:25][C:26](=[O:27])[O:28][CH2:29][CH3:30])[CH2:17][CH2:18]1)[CH3:23]. The product is C=C(C)C1(CC(C)C)CCN(CC(=O)OCC)C1=O. Reactants: CCOC(=O)CBr, C1CCOC1, C=C(C)C1(CC(C)C)CCNC1=O, C[Si](C)(C)[N-][Si](C)(C)C, [K+].